This data is from the Open Reaction Database (ORD), a public repository of structured organic reaction records. The task is: describe an organic reaction: reactants, conditions, products, and yield Starting materials: ClC1=CC=C2C(=C1)NC(C21C(NC(CC1C1=C(C=CC(=C1)Cl)OC(CO)(C)C)=O)C1=C(C=CC(=C1)F)C)=O (racemic (2′S,3S,4′R)-6-chloro-4′-[5-chloro-2-(2-hydroxy-1,1-dimethyl-ethoxy)-phenyl]-2′-[5-fluoro-2-methylphenyl]-spiro[3H-indole-3,3′-piperidine]-2,6′(1H)-dione), CCN=C=NCCCN(C)C.Cl (EDCl), C=1C=CC2=C(C1)N=NN2O (HOBt), CCN(C(C)C)C(C)C (DIPEA), N1(CCCCC1)CCN (2-piperidin-1-yl-ethylamine). Run in C1CCOC1 (THF). Run at time 8 hour. Product: ClC1=CC=C2C(=C1)NC(C21C(NC(CC1C1=C(C=CC(=C1)Cl)OC(C)(C(NCCN1CCCCC1)=O)C)=O)C1=C(C=CC(=C1)F)C)=O (Racemic (2′S,3S,4′R)-6-chloro-4′-{5-chloro-2-[1-methyl-1-(2-piperidin-1-yl-ethylcarbamoyl)-ethoxy]-phenyl}-2′-(5-fluoro-2-methyl-phenyl)-spiro[3H-indole-3,3′-piperidine]-2,6′(1H)-dione). The yield is 17.1%. Reaction SMILES: [Cl:1][C:2]1[CH:7]=[C:6]2[NH:8][C:9](=[O:38])[C:10]3([CH:15]([C:16]4[CH:21]=[C:20]([Cl:22])[CH:19]=[CH:18][C:17]=4[O:23][C:24]([CH3:28])([CH3:27])[CH2:25][OH:26])[CH2:14][C:13](=[O:29])[NH:12][CH:11]3[C:30]3[CH:35]=[C:34]([F:36])[CH:33]=[CH:32][C:31]=3[CH3:37])[C:5]2=[CH:4][CH:3]=1.CCN=C=NCCCN(C)C.Cl.C1C=CC2N(O)N=NC=2C=1.CCN(C(C)C)C(C)C.[N:70]1([CH2:76][CH2:77][NH2:78])[CH2:75][CH2:74][CH2:73][CH2:72][CH2:71]1>C1COCC1>[Cl:1][C:2]1[CH:7]=[C:6]2[NH:8][C:9](=[O:38])[C:10]3([CH:15]([C:16]4[CH:21]=[C:20]([Cl:22])[CH:19]=[CH:18][C:17]=4[O:23][C:24]([CH3:28])([C:25](=[O:26])[NH:78][CH2:77][CH2:76][N:70]4[CH2:75][CH2:74][CH2:73][CH2:72][CH2:71]4)[CH3:27])[CH2:14][C:13](=[O:29])[NH:12][CH:11]3[C:30]3[CH:35]=[C:34]([F:36])[CH:33]=[CH:32][C:31]=3[CH3:37])[C:5]2=[CH:4][CH:3]=1 |f:1.2|. Reported procedure: To a mixture of racemic (2′S,3S,4′R)-6-chloro-4′-[5-chloro-2-(2-hydroxy-1,1-dimethyl-ethoxy)-phenyl]-2′-[5-fluoro-2-methylphenyl]-spiro[3H-indole-3,3′-piperidine]-2,6′(1H)-dione (35 mg, 0.06 mmol), EDCl (18 mg, 0.094 mmol), HOBt (14 mg, 0.094 mmol) and DIPEA (23 mg, 0.2 mmol) in THF (2 mL) was added 2-piperidin-1-yl-ethylamine (24 mg, 0.18 mmol). The mixture was stirred at room temperature overnight, purified by prep-HPLC to give the title compound as a white solid (7 mg). Reactants: [Al+3], C1CCOC1, [H-], [H-], [H-], [H-], [Li+], COC(=O)C1CC(N(C)CC2OC(n3cnc4c(N)ncnc43)C3OC(C)(C)OC23)C1, [Na+], [OH-], O. Product: CN(CC1OC(n2cnc3c(N)ncnc32)C2OC(C)(C)OC12)C1CC(CO)C1. RXN SMILES: [Al+3:33].[CH2:41]1[O:42][CH2:43][CH2:44][CH2:45]1.[H-:32].[H-:35].[H-:36].[H-:37].[Li+:34].[NH2:1][c:2]1[c:3]2[n:4][cH:5][n:6]([CH:11]3[O:12][CH:13]([CH2:21][N:22]([CH:23]4[CH2:24][CH:25]([C:27](=[O:28])[O:29][CH3:30])[CH2:26]4)[CH3:31])[CH:14]4[CH:15]3[O:16][C:17]([CH3:19])([CH3:20])[O:18]4)[c:7]2[n:8][cH:9][n:10]1.[Na+:40].[OH-:39].[OH2:38]>>[NH2:1][c:2]1[c:3]2[n:4][cH:5][n:6]([CH:11]3[O:12][CH:13]([CH2:21][N:22]([CH:23]4[CH2:24][CH:25]([CH2:27][OH:28])[CH2:26]4)[CH3:31])[CH:14]4[CH:15]3[O:16][C:17]([CH3:19])([CH3:20])[O:18]4)[c:7]2[n:8][cH:9][n:10]1. The reactants are C(C)(C)(C)C1=C(C(=CC(=C1)C)C(C)(C)C)O (2,6-di-tert-butyl-4-methylphenol), [Cl-].[Li+] (lithium chloride), C(CCC)[Sn](C1=CCCC1)(CCCC)CCCC (tributyl-1-cyclopenten-1-yl-stannane), ClC1=CC=C(C=C1)N(C(=O)C1=C(C=C(C=C1C)N1CCOCC1)OS(=O)(=O)C(F)(F)F)C (trifluoro-methanesulfonic acid [2-[(4-chlorophenyl)-methyl-carbamoyl]-3-methyl-5-morpholin-4-yl-phenyl]ester). The reagents and catalysts are Cl[Pd]([P](C1=CC=CC=C1)(C2=CC=CC=C2)C3=CC=CC=C3)([P](C4=CC=CC=C4)(C5=CC=CC=C5)C6=CC=CC=C6)Cl (bis(triphenylphosphine)palladiumchloride). The solvent is O1CCOCC1 (dioxane), O (water). Run at temperature 120 celsius. Product: ClC1=CC=C(C=C1)CNC(C1=C(C=C(C=C1C)N1CCOCC1)C1=CCCC1)=O (N-[(4-chlorophenyl)-methyl]-2-cyclopenten-1-yl-6-methyl-4-morpholin-4-yl-benzamide). Yield: 60.0%. RXN SMILES: ClC1C=CC([N:8]([CH3:32])[C:9]([C:11]2[C:16]([CH3:17])=[CH:15][C:14]([N:18]3[CH2:23][CH2:22][O:21][CH2:20][CH2:19]3)=[CH:13][C:12]=2OS(C(F)(F)F)(=O)=O)=[O:10])=CC=1.C([C:37]1[CH:42]=[C:41](C)[CH:40]=[C:39](C(C)(C)C)[C:38]=1O)(C)(C)C.[Cl-:49].[Li+].C([Sn](CCCC)(CCCC)[C:56]1[CH2:60][CH2:59][CH2:58][CH:57]=1)CCC>O1CCOCC1.O.Cl[Pd](Cl)([P](C1C=CC=CC=1)(C1C=CC=CC=1)C1C=CC=CC=1)[P](C1C=CC=CC=1)(C1C=CC=CC=1)C1C=CC=CC=1>[Cl:49][C:37]1[CH:38]=[CH:39][C:40]([CH2:32][NH:8][C:9](=[O:10])[C:11]2[C:16]([CH3:17])=[CH:15][C:14]([N:18]3[CH2:19][CH2:20][O:21][CH2:22][CH2:23]3)=[CH:13][C:12]=2[C:56]2[CH2:60][CH2:59][CH2:58][CH:57]=2)=[CH:41][CH:42]=1 |f:2.3,^1:78,97|. Reported procedure: To a mixture of trifluoro-methanesulfonic acid [2-[(4-chlorophenyl)-methyl-carbamoyl]-3-methyl-5-morpholin-4-yl-phenyl]ester (synthesized according to the method described in section a) of example 12) (1.0 g, 2.03 mmol) in dioxane (50 ml) are added 2,6-di-tert-butyl-4-methylphenol (0.044 g, 0.20 mmol), lithium chloride (0.688 g, 16.3 mmol) and tributyl-1-cyclopenten-1-yl-stannane (1.46 g, 4.06 mmol). The mixture is degassed and flushed with argon for 30 min followed by the addition bis(triphenyl... The reactants are C1(CC1)C=1NC2=C(N1)C=CC=C2 (2-cyclopropyl-benzimidazole), ClC=1N=C(C2=C(N1)C=CC(=N2)CN2CCC(CC2)C(C)(C)O)N2CCOCC2 (2-(1-((2-chloro-4-morpholinopyrido[3,2-d]pyrimidin-6-yl)methyl)piperidin-4-yl)propan-2-ol). Yields the product C1(CC1)C1=NC2=C(N1C=1N=C(C3=C(N1)C=CC(=N3)CN3CCC(CC3)C(C)(C)O)N3CCOCC3)C=CC=C2 (2-(1-((2-(2-cyclopropyl-1H-benzo[d]imidazol-1-yl)-4-morpholinopyrido[3,2-d]pyrimidin-6-yl)methyl)piperidin-4-yl)propan-2-ol). Reaction SMILES: [CH:1]1([C:4]2[NH:5][C:6]3[CH:12]=[CH:11][CH:10]=[CH:9][C:7]=3[N:8]=2)[CH2:3][CH2:2]1.Cl[C:14]1[N:15]=[C:16]([N:35]2[CH2:40][CH2:39][O:38][CH2:37][CH2:36]2)[C:17]2[N:23]=[C:22]([CH2:24][N:25]3[CH2:30][CH2:29][CH:28]([C:31]([OH:34])([CH3:33])[CH3:32])[CH2:27][CH2:26]3)[CH:21]=[CH:20][C:18]=2[N:19]=1>>[CH:1]1([C:4]2[N:5]([C:14]3[N:15]=[C:16]([N:35]4[CH2:40][CH2:39][O:38][CH2:37][CH2:36]4)[C:17]4[N:23]=[C:22]([CH2:24][N:25]5[CH2:30][CH2:29][CH:28]([C:31]([OH:34])([CH3:33])[CH3:32])[CH2:27][CH2:26]5)[CH:21]=[CH:20][C:18]=4[N:19]=3)[C:6]3[CH:12]=[CH:11][CH:10]=[CH:9][C:7]=3[N:8]=2)[CH2:3][CH2:2]1. Procedure details: Following General Procedure C, 2-cyclopropyl-benzimidazole and 2-(1-((2-chloro-4-morpholinopyrido[3,2-d]pyrimidin-6-yl)methyl)piperidin-4-yl)propan-2-ol from Example 8 were reacted to give 102. LCMS (MH+)=528.3. 1H-NMR (DMSO-d6): δ 8.19 (d, 1H), 8.03 (m, 1H), 7.89 (d, 1H), 7.44 (m, 1H), 7.23 (m, 2H), 4.56 (s, 4H), 4.01 (s, 1H), 3.83 (m, 4H), 3.74 (2, 2H), 2.94 (m, 3H), 1.99 (m, 2H), 1.67 (m, 2H), 1.29 (m, 2H), 1.16 (m, 3H), 1.08 (m, 2H), 1.04 (s, 6H) Reactants: Cc1ccccc1, O=C(O)c1ccc(OC(F)F)c(OCC2CC2)c1, CN(C)C=O, O=S(Cl)Cl. The product is O=C(Cl)c1ccc(OC(F)F)c(OCC2CC2)c1. Reaction SMILES: [CH3:1][c:2]1[cH:3][cH:4][cH:5][cH:6][cH:7]1.[CH:12]1([CH2:15][O:16][c:17]2[cH:18][c:19]([C:20](=[O:21])[OH:22])[cH:23][cH:24][c:25]2[O:26][CH:27]([F:28])[F:29])[CH2:13][CH2:14]1.[O:30]=[CH:31][N:32]([CH3:33])[CH3:34].[S:8]([Cl:9])([Cl:10])=[O:11]>>[Cl:10][C:20]([c:19]1[cH:18][c:17]([O:16][CH2:15][CH:12]2[CH2:13][CH2:14]2)[c:25]([O:26][CH:27]([F:28])[F:29])[cH:24][cH:23]1)=[O:21]. Reactants: CC(COC1=C2C=C(NC2=CC=C1)C(=O)O)(C)C (4-(2,2-Dimethyl-propoxy)-1H-indole-2-carboxylic acid), CC(CCCO)C (4-methyl-pentan-1-ol). Product: CC(CCCOC1=C2C=C(NC2=CC=C1)C(=O)O)C (4-(4-methyl-pentyloxy)-1H-indole-2-carboxylic acid). As a reaction SMILES: C[C:2]([CH3:18])(C)[CH2:3][O:4][C:5]1[CH:13]=[CH:12][CH:11]=[C:10]2[C:6]=1[CH:7]=[C:8]([C:14]([OH:16])=[O:15])[NH:9]2.[CH3:19][CH:20](C)[CH2:21]CCO>>[CH3:19][CH:20]([CH3:21])[CH2:18][CH2:2][CH2:3][O:4][C:5]1[CH:13]=[CH:12][CH:11]=[C:10]2[C:6]=1[CH:7]=[C:8]([C:14]([OH:16])=[O:15])[NH:9]2. Reported procedure: This compound is synthesized analogously to (85) from 4-methyl-pentan-1-ol. Yield: 0.61 g (94%). MS (ESI): 260 [M−H]−, 1H-NMR (DMSO-d6): δ (ppm) 12.8 (s, 1H), 11.65 (s, 1H), 7.1 (dd, 1H), 7.0 (s, 1H), 6.98 (d, 1H), 6.48 (d, 1H), 4.05 (t, 2H), 1.77 (t, 2H), 1.63 (m, 1H), 1.35 (m, 2H), 0.9 (d, 6H). Starting materials: Cc1ccc(CN2C(=O)NC(CCCc3ccc(OC(C)(C)C(=O)OC(C)(C)C)cc3)C2=O)cc1C, C1CCOC1. As a reaction SMILES: [C:1]([CH3:2])([CH3:3])([CH3:4])[O:5][C:6]([C:7]([CH3:8])([CH3:9])[O:10][c:11]1[cH:12][cH:13][c:14]([CH2:17][CH2:18][CH2:19][CH:20]2[NH:21][C:22](=[O:35])[N:23]([CH2:26][c:27]3[cH:28][c:29]([CH3:34])[c:30]([CH3:33])[cH:31][cH:32]3)[C:24]2=[O:25])[cH:15][cH:16]1)=[O:36].[CH2:37]1[O:38][CH2:39][CH2:40][CH2:41]1>>[C:1]([CH3:2])([CH3:3])([CH3:4])[O:5][C:6]([C:7]([CH3:8])([CH3:9])[O:10][c:11]1[cH:12][cH:13][c:14]([CH2:17][CH2:18][CH2:19][CH:20]2[NH:21][C:22](=[O:35])[N:23]([CH2:26][c:27]3[cH:28][c:29]([CH3:34])[c:30]([CH3:33])[cH:31][cH:32]3)[CH2:24]2)[cH:15][cH:16]1)=[O:36]. Product: Cc1ccc(CN2CC(CCCc3ccc(OC(C)(C)C(=O)OC(C)(C)C)cc3)NC2=O)cc1C.